Dataset: the Open Reaction Database (ORD), a public repository of structured organic reaction records. Task: describe an organic reaction: reactants, conditions, products, and yield Starting materials: CN(C=O)C (N,N-dimethylformamide), CS(=O)(=O)OCCC(=C(F)F)C (4,4-difluoro-3-methyl-3-butenyl methanesulfonate), C1(CCCC1)OC1=NC=C(C(=O)O)C=C1 (6-cyclopentyloxynicotinic acid), C(O)([O-])=O.[Na+] (sodium hydrogencarbonate). Solvent: O (water). Run at temperature 100 celsius, time 3 hour. Product: C1(CCCC1)OC1=NC=C(C(=O)OCCC(=C(F)F)C)C=C1 (4,4-difluoro-3-methyl-3-butenyl 6-cyclopentyloxynicotinate). The yield is 70.7%. As a reaction SMILES: CN(C)C=O.CS([O:10][CH2:11][CH2:12][C:13]([CH3:17])=[C:14]([F:16])[F:15])(=O)=O.[CH:18]1([O:23][C:24]2[CH:32]=[CH:31][C:27]([C:28](O)=[O:29])=[CH:26][N:25]=2)[CH2:22][CH2:21][CH2:20][CH2:19]1.C(=O)([O-])O.[Na+]>O>[CH:18]1([O:23][C:24]2[CH:32]=[CH:31][C:27]([C:28]([O:10][CH2:11][CH2:12][C:13]([CH3:17])=[C:14]([F:16])[F:15])=[O:29])=[CH:26][N:25]=2)[CH2:22][CH2:21][CH2:20][CH2:19]1 |f:3.4|. Procedure: To 5 ml of N,N-dimethylformamide were dissolved 0.42 g (2.1 mmol) of 4,4-difluoro-3-methyl-3-butenyl methanesulfonate and 0.42 g (2.0 mmol) of 6-cyclopentyloxynicotinic acid, followed by the addition of 0.35 g (4.2 mmol) of sodium hydrogencarbonate and stirring at 100° C. for 3 hours. The reaction liquid was then poured in water and extracted with diethyl ether. The organic layer was washed with water and a saturated saline solution in this order, followed by drying over anhydrous magnesium sulf... Reactants: ClC=1C=C(C=CC1Cl)C1(CN(CC1)C(C1=CC(=C(C(=C1)OC)OC)OC)=O)CCCS(=O)(=O)[O-] (2-[3-(3,4-dichloro-phenyl)-1-(3,4,5-trimethoxy-benzoyl)-pyrrolidin-3-yl]-ethyl-methanesulfonate), Cl.FC1=CC=C(C=C1)N1C=NC(C12CCNCC2)=O (1-(4-fluoro-phenyl)-1,3,8-triaza-spiro[4.5]dec-2-en-4-one hydrochloride). The product is ClC=1C=C(C=CC1Cl)C1(CN(CC1)C(C1=CC(=C(C(=C1)OC)OC)OC)=O)CCN1CCC2(C(N=CN2C2=CC=C(C=C2)F)=O)CC1 (8-[2-[3-(3,4-dichloro-phenyl)-1-(3,4,5-trimethoxy-benzoyl)-pyrrolidin-3-yl]-ethyl]-1-(4-fluoro-phenyl)-1,3,8-triaza-spiro[4.5]dec-2-en-4-one). As a reaction SMILES: [Cl:1][C:2]1[CH:3]=[C:4]([C:9]2([CH2:28][CH2:29]CS([O-])(=O)=O)[CH2:13][CH2:12][N:11]([C:14](=[O:27])[C:15]3[CH:20]=[C:19]([O:21][CH3:22])[C:18]([O:23][CH3:24])=[C:17]([O:25][CH3:26])[CH:16]=3)[CH2:10]2)[CH:5]=[CH:6][C:7]=1[Cl:8].Cl.[F:36][C:37]1[CH:42]=[CH:41][C:40]([N:43]2[C:47]3([CH2:52][CH2:51][NH:50][CH2:49][CH2:48]3)[C:46](=[O:53])[N:45]=[CH:44]2)=[CH:39][CH:38]=1>>[Cl:1][C:2]1[CH:3]=[C:4]([C:9]2([CH2:28][CH2:29][N:50]3[CH2:49][CH2:48][C:47]4([N:43]([C:40]5[CH:39]=[CH:38][C:37]([F:36])=[CH:42][CH:41]=5)[CH:44]=[N:45][C:46]4=[O:53])[CH2:52][CH2:51]3)[CH2:13][CH2:12][N:11]([C:14](=[O:27])[C:15]3[CH:16]=[C:17]([O:25][CH3:26])[C:18]([O:23][CH3:24])=[C:19]([O:21][CH3:22])[CH:20]=3)[CH2:10]2)[CH:5]=[CH:6][C:7]=1[Cl:8] |f:1.2|. Procedure: Prepare by the method of example 3.3 using 2-[3-(3,4-dichloro-phenyl)-1-(3,4,5-trimethoxy-benzoyl)-pyrrolidin-3-yl]-ethyl-methanesulfonate (5 mmol) and 1-(4-fluoro-phenyl)-1,3,8-triaza-spiro[4.5]dec-2-en-4-one hydrochloride (7.5 mmol, 1.5 eq.). Chromatograph on silica gel to give the title compound. Reactants: NC=1C=C2C(=CNC2=CC1)CCN(C)C (5-Amino-3-(2-dimethylaminoethyl)indole), ClC1=C2NC=NC2=NC=N1 (6-chloropurine). Run in C(C)(=O)O (acetic acid). Run at temperature 116 celsius. Yields the product CN(CCC1=CNC2=CC=C(C=C12)NC1=C2NC=NC2=NC=N1)C (6-(3-(2-Dimethylaminoethyl)indol-5-ylamino)purine). Yield: 66.0%. RXN SMILES: [NH2:1][C:2]1[CH:3]=[C:4]2[C:8](=[CH:9][CH:10]=1)[NH:7][CH:6]=[C:5]2[CH2:11][CH2:12][N:13]([CH3:15])[CH3:14].Cl[C:17]1[N:25]=[CH:24][N:23]=[C:22]2[C:18]=1[NH:19][CH:20]=[N:21]2>C(O)(=O)C>[CH3:15][N:13]([CH3:14])[CH2:12][CH2:11][C:5]1[C:4]2[C:8](=[CH:9][CH:10]=[C:2]([NH:1][C:17]3[N:25]=[CH:24][N:23]=[C:22]4[C:18]=3[NH:19][CH:20]=[N:21]4)[CH:3]=2)[NH:7][CH:6]=1. Procedure details: 5-Amino-3-(2-dimethylaminoethyl)indole and 6-chloropurine were used. No base was used, acetic acid was used as solvent, and the reaction was heated at reflux (116° C.) for 15 hours. Chromatography afforded the title compound (66%) as a white foam: mp, decomposes 175° C.; 13C NMR (CD3OD) δ153.7, 153.4, 141.5, 136.0, 131.5, 128.3, 125.6, 119.2, 113.3, 113.0, 109.9, 59.1, 43.6, 21.9. Anal. calcd for C17H19N7.HCl.2H2O: C, 51.84; H, 6.14; N, 24.89. Found: C, 52.14; H, 6.22; N, 25.03. RXN SMILES: [C:43](=[O:44])([O-:45])[O-:46].[CH2:17]([CH2:18][CH2:19][CH3:20])[O:21][C:22](=[O:23])[c:24]1[n:25][c:26]([Br:42])[c:27]2[cH:28][cH:29][cH:30][cH:31][c:32]2[c:33]1[O:34][CH2:35][c:36]1[cH:37][cH:38][cH:39][cH:40][cH:41]1.[CH3:10][c:11]1[cH:12][cH:13][cH:14][cH:15][cH:16]1.[CH3:49][CH2:50][OH:51].[Na+:47].[Na+:48].[cH:52]1[cH:53][cH:54][c:55]([P:56]([Pd:57]([P:58]([c:59]2[cH:60][cH:61][cH:62][cH:63][cH:64]2)([c:65]2[cH:66][cH:67][cH:68][cH:69][cH:70]2)[c:71]2[cH:72][cH:73][cH:74][cH:75][cH:76]2)([P:77]([c:78]2[cH:79][cH:80][cH:81][cH:82][cH:83]2)([c:84]2[cH:85][cH:86][cH:87][cH:88][cH:89]2)[c:90]2[cH:91][cH:92][cH:93][cH:94][cH:95]2)[P:96]([c:97]2[cH:98][cH:99][cH:100][cH:101][cH:102]2)([c:103]2[cH:104][cH:105][cH:106][cH:107][cH:108]2)[c:109]2[cH:110][cH:111][cH:112][cH:113][cH:114]2)([c:115]2[cH:116][cH:117][cH:118][cH:119][cH:120]2)[c:121]2[cH:122][cH:123][cH:124][cH:125][cH:126]2)[cH:127][cH:128]1.[n:1]1[c:2]([B:7]([OH:8])[OH:9])[cH:3][cH:4][cH:5][cH:6]1>>[n:1]1[c:2](-[c:26]2[n:25][c:24]([C:22]([O:21][CH2:17][CH2:18][CH2:19][CH3:20])=[O:23])[c:33]([O:34][CH2:35][c:36]3[cH:37][cH:38][cH:39][cH:40][cH:41]3)[c:32]3[c:27]2[cH:28][cH:29][cH:30][cH:31]3)[cH:3][cH:4][cH:5][cH:6]1. Product: CCCCOC(=O)c1nc(-c2ccccn2)c2ccccc2c1OCc1ccccc1. The reactants are O=C([O-])[O-], CCCCOC(=O)c1nc(Br)c2ccccc2c1OCc1ccccc1, Cc1ccccc1, CCO, [Na+], [Na+], c1ccc(P(c2ccccc2)(c2ccccc2)[Pd](P(c2ccccc2)(c2ccccc2)c2ccccc2)(P(c2ccccc2)(c2ccccc2)c2ccccc2)P(c2ccccc2)(c2ccccc2)c2ccccc2)cc1, OB(O)c1ccccn1. Reactants: P(OCC1(CCCCC(C)C)OCCO1)([O-])=O (dimethyl-2,2-ethylenedioxyheptyl phosphonate), [H-].[Na+] (NaH), C1(=CC=C(C=C1)S(=O)(=O)O)C (p-toluenesulphonic acid), COC(CCCCCC[C@H]1C(CC[C@@H]1C=CC1(CCCCC)OCCO1)=O)=O (9-oxo-15,15-ethylenedioxy-13-prostenoic acid methyl ester), COC(CCCCCCC1C(CCC1=O)C=O)=O (7-(2-formyl-5-oxo-cyclopentyl)-heptanoic acid methyl ester). Solvent: C(CO)O (ethylene glycol), C1=CC=CC=C1 (benzene), O (water), C(C)OCC (diethyl ether). The product is COC(CCCCCC[C@H]1CCC[C@@H]1C=CC12C(CCCC)(OCCO1)OCCO2)=O (15,15-bis-(ethylenedioxy)-13-prostenoic acid methyl ester). Reaction SMILES: [CH3:1][O:2][C:3](=[O:28])[CH2:4][CH2:5][CH2:6][CH2:7][CH2:8][CH2:9][C@@H:10]1[C@@H:14]([CH:15]=[CH:16][C:17]2([O:26][CH2:25][CH2:24][O:23]2)[CH2:18][CH2:19][CH2:20][CH2:21][CH3:22])[CH2:13][CH2:12][C:11]1=O.COC(=O)CCCCCCC1C(=O)CCC1C=O.P(=O)([O-])[O:48][CH2:49][C:50]1(OCC[O:58]1)CCCCC(C)C.[H-].[Na+].C1(C)C=CC(S(O)(=O)=O)=CC=1>C(OCC)C.O.C(O)CO.C1C=CC=CC=1>[CH3:1][O:2][C:3](=[O:28])[CH2:4][CH2:5][CH2:6][CH2:7][CH2:8][CH2:9][C@@H:10]1[C@@H:14]([CH:15]=[CH:16][C:17]23[O:26][CH2:25][CH2:24][O:23][C:18]2([O:48][CH2:49][CH2:50][O:58]3)[CH2:19][CH2:20][CH2:21][CH3:22])[CH2:13][CH2:12][CH2:11]1 |f:3.4|. Procedure: A mixture of 2 g of 9-oxo-15,15-ethylenedioxy-13-prostenoic acid methyl ester (obtainable from 7-(2-formyl-5-oxo-cyclopentyl)-heptanoic acid methyl ester by reaction with dimethyl-2,2-ethylenedioxyheptyl phosphonate in the presence of NaH), 100 ml of dry benzene, 10 ml of ethylene glycol and 0.2 g of p-toluenesulphonic acid is boiled for 12 hours on a water separator. After cooling, the mixture is diluted with 100 ml of diethyl ether and washed with aqueous NaHCO3 solution and water. The organic... Starting materials: CCO, CC(=O)COc1ccccc1Cl, Cl, NO, [Na+], [OH-]. Product: CC(COc1ccccc1Cl)=NO. As a reaction SMILES: [CH3:18][CH2:19][OH:20].[Cl:1][c:2]1[c:3]([O:4][CH2:5][C:6](=[O:7])[CH3:8])[cH:9][cH:10][cH:11][cH:12]1.[ClH:13].[NH2:14][OH:15].[Na+:17].[OH-:16]>>[Cl:1][c:2]1[c:3]([O:4][CH2:5][C:6]([CH3:8])=[N:14][OH:15])[cH:9][cH:10][cH:11][cH:12]1. Reactants: NC=1C=2N(C=CC1)N=C(N2)SCC2=CC=CC=C2 (8-Amino-2-benzylthio[1,2,4]triazolo[1,5-a]pyridine), BrN1C(CCC1=O)=O (N-bromosuccinimide). Run in ClCCl (dichloromethane). Product: NC=1C=2N(C(=CC1)Br)N=C(N2)SCC2=CC=CC=C2 (8-Amino-2-benzylthio-5-bromo[1,2,4]triazolo[1,5-a]pyridine). Reaction SMILES: [NH2:1][C:2]1[C:3]2[N:4]([N:8]=[C:9]([S:11][CH2:12][C:13]3[CH:18]=[CH:17][CH:16]=[CH:15][CH:14]=3)[N:10]=2)[CH:5]=[CH:6][CH:7]=1.[Br:19]N1C(=O)CCC1=O>ClCCl>[NH2:1][C:2]1[C:3]2[N:4]([N:8]=[C:9]([S:11][CH2:12][C:13]3[CH:14]=[CH:15][CH:16]=[CH:17][CH:18]=3)[N:10]=2)[C:5]([Br:19])=[CH:6][CH:7]=1. Procedure: 8-Amino-2-benzylthio[1,2,4]triazolo[1,5-a]pyridine (25.6 g, 0.1 mol), N-bromosuccinimide (17.8 g, 0.1 mol) and 2 L of dichloromethane were combined with stirring for an hour. The solution was washed with dilute aqueous sodium bisulfite and then with water and the volatiles were removed by evaporation under reduced pressure. The residue obtained was chromatographed on silica gel eluting with 25 percent ethyl acetate in hexane. The product fractions were concentrated by evaporation under reduced p... Starting materials: C1(CC1)C1=CC=C(CNCCC2=CC(=C(C=C2)F)C(F)(F)F)C=C1 ((4-cyclopropylbenzyl)-[2-(4-fluoro-3-trifluoromethylphenyl)-ethyl]-amine), [BH4-].[Na+] (sodium borohydride), C12(CCC3=CC(=CC=C13)C=O)CC2 (2′,3′-dihydro-spiro-[cyclopropane-1,1′-[1H]indene]-5′-carboxaldehyde), FC(C=1C=C(C=CC1)CCN)(F)F (2-(3-trifluoromethylphenyl)-ethylamine). Yields the product FC(C=1C=C(C=CC1)CCNCC=1C=C2CCC3(C2=CC1)CC3)(F)F (2′,3′-dihydro-N-[2-[3-(trifluoromethyl)phenyl]ethyl]-spiro[cyclopropane-1,1′-[1H]indene]-5′-methanamine). The yield is 88.0%. Reaction SMILES: [CH:1]1([C:4]2[CH:24]=[CH:23][C:7]([CH2:8][NH:9][CH2:10][CH2:11][C:12]3[CH:17]=[CH:16][C:15](F)=[C:14]([C:19]([F:22])([F:21])[F:20])[CH:13]=3)=[CH:6][CH:5]=2)[CH2:3][CH2:2]1.[C:25]12(CC1)C1C(=CC(C=O)=CC=1)C[CH2:26]2.FC(F)(F)C1C=C(CCN)C=CC=1.[BH4-].[Na+]>>[F:21][C:19]([F:22])([F:20])[C:14]1[CH:13]=[C:12]([CH2:11][CH2:10][NH:9][CH2:8][C:7]2[CH:6]=[C:5]3[C:4](=[CH:24][CH:23]=2)[C:1]2([CH2:2][CH2:3]2)[CH2:26][CH2:25]3)[CH:17]=[CH:16][CH:15]=1 |f:3.4|. Reported procedure: The title compound was synthesized in analogy to (4-cyclopropylbenzyl)-[2-(4-fluoro-3-trifluoromethylphenyl)-ethyl]-amine (described in example S53) using 2′,3′-dihydro-spiro-[cyclopropane-1,1′-[1H]indene]-5′-carboxaldehyde (prepared as described in example S108) (68 mg, 0.40 mmol), 2-(3-trifluoromethylphenyl)-ethylamine (75 mg, 0.40 mmol) and sodium borohydride (22 mg, 0.59 mmol). The desired product (120 mg, 88%) was isolated without further purification as a colorless oil. MS (ISP) 346.3 (M+H... Starting materials: NC=1C=C(C(=O)N)C=CC1 (3-aminobenzamide), C(=O)O (formic acid). Yields the product C(=O)NC=1C=C(C(=O)N)C=CC1 (3-formylaminobenzamide). Yield: 68.0%. RXN SMILES: [NH2:1][C:2]1[CH:3]=[C:4]([CH:8]=[CH:9][CH:10]=1)[C:5]([NH2:7])=[O:6].[CH:11](O)=[O:12]>>[CH:11]([NH:1][C:2]1[CH:3]=[C:4]([CH:8]=[CH:9][CH:10]=1)[C:5]([NH2:7])=[O:6])=[O:12]. Procedure details: 10 gm of 3-aminobenzamide and 80 ml of 98 to 100% formic acid were refluxed for 60 minutes. The formic acid was removed by evaporation under vacuum; the residual oily product was mixed with water and evaporated to yield a solid residue. This solid was crystallized from water to give 8.2 gm (yield=68%) of white, round crystals with a melting point of 176° C. to 177° C. Mass spectrum analysis indicated a molecular weight of 164. Reactants: C(C)(=O)C=1OC2=C(C1)C=CC=C2 (2-acetylbenzofuran), [Se](=O)=O (selenium dioxide), O1CCOCC1 (dioxan). The solvent is O (water), CN(C=O)C (dimethylformamide). Product: O1C(=CC2=C1C=CC=C2)C(C=O)=O (2-Benzofuranylglyoxal). Isolated yield 60.1%. As a reaction SMILES: [C:1]([C:4]1[O:5][C:6]2[CH:12]=[CH:11][CH:10]=[CH:9][C:7]=2[CH:8]=1)(=[O:3])[CH3:2].[Se](=O)=[O:14].O1CCOCC1>O.CN(C)C=O>[O:5]1[C:6]2[CH:12]=[CH:11][CH:10]=[CH:9][C:7]=2[CH:8]=[C:4]1[C:1](=[O:3])[CH:2]=[O:14]. Reported procedure: A mixture of 2-acetylbenzofuran (100 g) and selenium dioxide (69.3 g) was dissolved in water (20 ml) and dioxan (500 ml) and heated under reflux for 24 h. The reaction mixture was filtered and the solvent evaporated to give a dark-red solid which was taken up in dimethylformamide and heated on a steam bath for 8 h. The solution was filtered, the solvent evaporated and the residue triturated with ether to give the title compound (65.4 g).